Dataset: the Open Reaction Database (ORD), a public repository of structured organic reaction records. Task: describe an organic reaction: reactants, conditions, products, and yield Reactants: CC(=O)O, COc1ccc(O)c(C=O)c1, O=[N+]([O-])O. Product: COc1cc(C=O)c(O)c([N+](=O)[O-])c1. Reaction SMILES: [CH3:16][C:17](=[O:18])[OH:19].[CH3:1][O:2][c:3]1[cH:4][cH:5][c:6]([OH:11])[c:7]([CH:8]=[O:9])[cH:10]1.[OH:12][N+:13]([O-:14])=[O:15]>>[CH3:1][O:2][c:3]1[cH:4][c:5]([N+:13](=[O:12])[O-:14])[c:6]([OH:11])[c:7]([CH:8]=[O:9])[cH:10]1. Reactants: ClCCl, C[N+]1([O-])CCOCC1, CCOC(C)=O, CCC[N+](CCC)(CCC)CCC, O=[Ru](=O)(=O)[O-], OCCC1CCOc2ccccc21. Yields the product O=CCC1CCOc2ccccc21. RXN SMILES: [CH2:22]([Cl:23])[Cl:24].[CH3:14][N+:15]1([O-:16])[CH2:17][CH2:18][O:19][CH2:20][CH2:21]1.[CH3:25][CH2:26][O:27][C:28](=[O:29])[CH3:30].[CH3:36][CH2:37][CH2:38][N+:39]([CH2:40][CH2:41][CH3:42])([CH2:43][CH2:44][CH3:45])[CH2:46][CH2:47][CH3:48].[O-:31][Ru:32](=[O:33])(=[O:34])=[O:35].[O:1]1[CH2:2][CH2:3][CH:4]([CH2:11][CH2:12][OH:13])[c:5]2[c:6]1[cH:7][cH:8][cH:9][cH:10]2>>[O:1]1[CH2:2][CH2:3][CH:4]([CH2:11][CH:12]=[O:13])[c:5]2[c:6]1[cH:7][cH:8][cH:9][cH:10]2. The reactants are [OH-].[Na+] (sodium hydroxide), NC=1C(=CC(=C(C1)O)Cl)F (5-amino-2-chloro-4-fluorophenol), C1(CCCC1)Br (cyclopentyl bromide). Reagents/catalysts: [Br-].C(CCC)[N+](CCCC)(CCCC)CCCC (tetrabutylammonium bromide), [I-].[K+] (potassium iodide). The solvent is solution, O (water), C1(=CC=CC=C1)C (toluene), O (water). Yields the product ClC1=CC(=C(N)C=C1OC1CCCC1)F (4-chloro-5-cyclopentyloxy-2-fluoroaniline). Isolated yield 81.9%. Reaction SMILES: [NH2:1][C:2]1[C:3]([F:10])=[CH:4][C:5]([Cl:9])=[C:6]([OH:8])[CH:7]=1.[CH:11]1(Br)[CH2:15][CH2:14][CH2:13][CH2:12]1.[OH-].[Na+]>[Br-].C([N+](CCCC)(CCCC)CCCC)CCC.C1(C)C=CC=CC=1.O.[I-].[K+]>[Cl:9][C:5]1[C:6]([O:8][CH:11]2[CH2:15][CH2:14][CH2:13][CH2:12]2)=[CH:7][C:2]([NH2:1])=[C:3]([F:10])[CH:4]=1 |f:2.3,4.5,8.9|. Procedure: A three-necked flask (2,000 cc) equipped with a mechanical stirrer was charged with 5-amino-2-chloro-4-fluorophenol (75.0 g, 0.464 mol), cyclopentyl bromide (76.3 g, 0.512 mol), tetrabutylammonium bromide (3.03 g, 9.41 mmol) and potassium iodide (776 mg, 4.67 mmol) to prepare a solution in toluene (500 mL). Subsequently, 40% sodium hydroxide in aqueous solution (500 mL) was added slowly and the mixture was stirred under heating at 80° C. (in water bath at 85°-90° C.) for 7 h. After completion of...